From a dataset of the Open Reaction Database (ORD), a public repository of structured organic reaction records. describe an organic reaction: reactants, conditions, products, and yield Reactants: N1=C(C=CC2=CC=C(N=C12)C=1C=C(C=C(C(=O)OCC)C1)C(=O)OCC)C=1C=C(C=C(C(=O)OCC)C1)C(=O)OCC (tetraethyl 5,5′-(1,8-naphthyridine-2,7-diyl)diisophthalate). The solvent is mixed solvent, C1CCOC1 (THF), CO (MeOH), [OH-].[Na+] (NaOH). Reaction conditions: time 8 hour. The product is N1=C(C=CC2=CC=C(N=C12)C=1C=C(C=C(C(=O)O)C1)C(=O)O)C=1C=C(C=C(C(=O)O)C1)C(=O)O (5,5′-(1,8-Naphthyridine-2,7-diyl)diisophthalic acid). Reaction SMILES: [N:1]1[C:10]2[C:5](=[CH:6][CH:7]=[C:8]([C:11]3[CH:12]=[C:13]([C:22]([O:24]CC)=[O:23])[CH:14]=[C:15]([CH:21]=3)[C:16]([O:18]CC)=[O:17])[N:9]=2)[CH:4]=[CH:3][C:2]=1[C:27]1[CH:28]=[C:29]([C:38]([O:40]CC)=[O:39])[CH:30]=[C:31]([CH:37]=1)[C:32]([O:34]CC)=[O:33]>C1COCC1.CO.[OH-].[Na+]>[N:1]1[C:10]2[C:5](=[CH:6][CH:7]=[C:8]([C:11]3[CH:21]=[C:15]([C:16]([OH:18])=[O:17])[CH:14]=[C:13]([CH:12]=3)[C:22]([OH:24])=[O:23])[N:9]=2)[CH:4]=[CH:3][C:2]=1[C:27]1[CH:37]=[C:31]([C:32]([OH:34])=[O:33])[CH:30]=[C:29]([CH:28]=1)[C:38]([OH:40])=[O:39] |f:3.4|. Procedure details: 2.0 g of tetraethyl 5,5′-(1,8-naphthyridine-2,7-diyl)diisophthalate was dissolved in 60 mL of mixed solvent of THF and MeOH (v/v=1:1), 20 mL of 2N NaOH aqueous solution was added. The mixture was stirred at room temperature overnight. After the organic phase was removed, the aqueous phase was acidified with dilute hydrochloric acid to give white precipitate, which was filtered and washed with water several times. Yield: 1.5 g, 94%. 1H NMR (300 MHz, DMSO-d6): δ 8.44 (d, 2H), 8.62 (s, 2H), 8.68 (d... The reactants are BrC(Br)(Br)Br, COc1cccc2c1CCCC2CCO, ClCCl, c1ccc(P(c2ccccc2)c2ccccc2)cc1. Product: COc1cccc2c1CCCC2CCBr. RXN SMILES: [Br:35][C:36]([Br:37])([Br:38])[Br:39].[CH3:1][O:2][c:3]1[c:4]2[c:9]([cH:10][cH:11][cH:12]1)[CH:8]([CH2:13][CH2:14][OH:15])[CH2:7][CH2:6][CH2:5]2.[Cl:40][CH2:41][Cl:42].[c:16]1([P:17]([c:18]2[cH:19][cH:20][cH:21][cH:22][cH:23]2)[c:24]2[cH:25][cH:26][cH:27][cH:28][cH:29]2)[cH:30][cH:31][cH:32][cH:33][cH:34]1>>[CH3:1][O:2][c:3]1[c:4]2[c:9]([cH:10][cH:11][cH:12]1)[CH:8]([CH2:13][CH2:14][Br:35])[CH2:7][CH2:6][CH2:5]2.